Dataset: the Open Reaction Database (ORD), a public repository of structured organic reaction records. Task: describe an organic reaction: reactants, conditions, products, and yield Starting materials: 61.10, C(C1=CC=CC=C1)C([C@H](NC(=O)OCC1=CC=CC=C1)C(=O)N[C@H](C)C(=O)N)C(O)=O (β-benzyl N-benzyloxycarbonyl-L-aspartyl-D-alanine amide), [H][H] (hydrogen). The reagents and catalysts are [Pd] (palladium black). The solvent is C(C)(=O)O (acetic acid). Yields the product O.N[C@@H](CC(O)=O)C(=O)N[C@H](C)C(=O)N (L-aspartyl-D-alanine amide monohydrate). Reaction SMILES: C([CH:8]([C:29](=[O:31])[OH:30])[C@@H:9]([C:21]([NH:23][C@@H:24]([C:26]([NH2:28])=[O:27])[CH3:25])=[O:22])[NH:10]C(OCC1C=CC=CC=1)=[O:12])C1C=CC=CC=1.[H][H]>[Pd].C(O)(=O)C>[OH2:12].[NH2:10][C@H:9]([C:21]([NH:23][C@@H:24]([C:26]([NH2:28])=[O:27])[CH3:25])=[O:22])[CH2:8][C:29](=[O:30])[OH:31] |f:4.5|. Procedure: To a solution of 61.10 parts of β-benzyl N-benzyloxycarbonyl-L-aspartyl-D-alanine amide in 800 parts by volume of 75% acetic acid is added 6 parts of palladium black metal catalyst, and the resulting mixture is shaken with hydrogen at room temperature at atmospheric pressure for about 6.5 hours. The catalyst is removed by filtration, and the solvents removed by distillation under reduced pressure to obtain an oil. This oil is triturated with water and stripped under reduced pressure three times ... Starting materials: C(C)OC(CN1N=C2N=CC=CC2=C1Cl)=O ((3-Chloro-pyrazolo[3,4-b]pyridin-2-yl)-acetic acid ethyl ester), [OH-].[Li+] (lithium hydroxide). The solvent is CO (MeOH). The product is ClC=1N(N=C2N=CC=CC21)CC(=O)O (2-(3-Chloro-pyrazolo[3,4-b]pyridine-2-yl)-acetic acid). Reaction SMILES: C([O:3][C:4](=[O:16])[CH2:5][N:6]1[C:14]([Cl:15])=[C:13]2[C:8]([N:9]=[CH:10][CH:11]=[CH:12]2)=[N:7]1)C.[OH-].[Li+]>CO>[Cl:15][C:14]1[N:6]([CH2:5][C:4]([OH:16])=[O:3])[N:7]=[C:8]2[C:13]=1[CH:12]=[CH:11][CH:10]=[N:9]2 |f:1.2|. Procedure: (3-Chloro-pyrazolo[3,4-b]pyridin-2-yl)-acetic acid ethyl ester was treated with 1N lithium hydroxide (LiOH) (1 equiv) in 1 mL of MeOH to provide 2-(3-Chloro-pyrazolo[3,4-b]pyridine-2-yl)-acetic acid, which was used as directly in subsequent reactions without further purification: LCMS (ES) M+H 212.0, Rf 0.34 min (Agilent Zorbax SB-C18, 2.1×50 mm, 5μ, 35° C., 1 ml/min flow rate, a 2.5 min gradient of 20% to 100% B with a 1.1 min wash at 100% B; A=0.1% formic acid/5% acetonitrile/94.9% water, B=0.... Reactants: BrC=1C=NC2=CC=CC=C2C1Cl (3-bromo-4-chloro-quinoline), aminopropanol-2, O (water). Conditions: temperature 150 celsius. Product: BrC=1C=NC2=CC=CC=C2C1NCC(C)O (3-Bromo-N-(2-hydroxypropyl)-4-quinolinamine). RXN SMILES: [Br:1][C:2]1[CH:3]=[N:4][C:5]2[C:10]([C:11]=1Cl)=[CH:9][CH:8]=[CH:7][CH:6]=2.[OH2:13]>>[Br:1][C:2]1[CH:3]=[N:4][C:5]2[C:10]([C:11]=1[NH:4][CH2:3][CH:2]([OH:13])[CH3:11])=[CH:9][CH:8]=[CH:7][CH:6]=2. Procedure: A mixture of 3 g of 3-bromo-4-chloro-quinoline and 10 g of aminopropanol-2 was heated to 150° C. for 20 minutes. The mixture was cooled and poured into 120 ml of water and the product was extracted with 100 ml of ether. The ether layer was dried over sodium sulfate, the solvent removed by evaporation and the residue recrystallized from ether/hexane. The yield was 2.6 g, mp 82°-83° C. The reactants are ClC1=CC=C(C=C1)NC(=S)N1N=C(C(C1)C1=CC=CC=C1)C1=CC=C(C=C1)C(F)(F)F (N-(4-Chlorophenyl)-4,5-dihydro-4-phenyl-3-[4-(trifluoromethyl)phenyl]-1H-pyrazole-1-carbothioamide), IC (iodomethane). Conditions: time 8 hour. The product is ClC1=CC=C(C=C1)N=C(N1N=C(C(C1)C1=CC=CC=C1)C1=CC=C(C=C1)C(F)(F)F)SC (N-(4-Chlorophenyl)-4,5-dihydro-α-(methylthio)-4-phenyl-3-[4-(trifluoromethyl)phenyl]-1H-pyrazole-1-methanimine). RXN SMILES: [Cl:1][C:2]1[CH:7]=[CH:6][C:5]([NH:8][C:9]([N:11]2[CH2:15][CH:14]([C:16]3[CH:21]=[CH:20][CH:19]=[CH:18][CH:17]=3)[C:13]([C:22]3[CH:27]=[CH:26][C:25]([C:28]([F:31])([F:30])[F:29])=[CH:24][CH:23]=3)=[N:12]2)=[S:10])=[CH:4][CH:3]=1.I[CH3:33]>>[Cl:1][C:2]1[CH:3]=[CH:4][C:5]([N:8]=[C:9]([S:10][CH3:33])[N:11]2[CH2:15][CH:14]([C:16]3[CH:21]=[CH:20][CH:19]=[CH:18][CH:17]=3)[C:13]([C:22]3[CH:23]=[CH:24][C:25]([C:28]([F:30])([F:29])[F:31])=[CH:26][CH:27]=3)=[N:12]2)=[CH:6][CH:7]=1. Procedure details: A mixture of 0.54 g of the compound from Step C and 0.1 mL of iodomethane were stirred overnight after which time the precipitated solids were filtered and dried. This product was suspended in 2 mL of chloroform and 2 mL of 5% aqueous sodium bicarbonate was added. After stirring overnight the layers were separated and the chloroform extracts dried over magnesium sulfate and concentrated to afford 0.12 g of the title compound as a yellow oil. Product: CCN1CC(c2ccc(Nc3cc(-c4cc(F)cc(N5CCn6c(cc7c6CCCC7)C5=O)c4COC(C)=O)cn(C)c3=O)nc2)C1. Starting materials: CCN1CC(c2ccc(Nc3cc(Br)cn(C)c3=O)nc2)C1, CC(=O)OCc1c(B2OC(C)(C)C(C)(C)O2)cc(F)cc1N1CCn2c(cc3c2CCCC3)C1=O. As a reaction SMILES: [Br:1][c:2]1[cH:3][c:4]([NH:10][c:11]2[n:12][cH:13][c:14]([CH:17]3[CH2:18][N:19]([CH2:21][CH3:22])[CH2:20]3)[cH:15][cH:16]2)[c:5](=[O:9])[n:6]([CH3:8])[cH:7]1.[C:23]([CH3:24])(=[O:25])[O:26][CH2:27][c:28]1[c:29]([B:49]2[O:50][C:51]([CH3:52])([CH3:53])[C:54]([CH3:55])([CH3:56])[O:57]2)[cH:30][c:31]([F:48])[cH:32][c:33]1[N:34]1[C:35](=[O:47])[c:36]2[n:37]([c:38]3[c:43]([cH:44]2)[CH2:42][CH2:41][CH2:40][CH2:39]3)[CH2:45][CH2:46]1>>[c:2]1(-[c:29]2[c:28]([CH2:27][O:26][C:23]([CH3:24])=[O:25])[c:33]([N:34]3[C:35](=[O:47])[c:36]4[n:37]([c:38]5[c:43]([cH:44]4)[CH2:42][CH2:41][CH2:40][CH2:39]5)[CH2:45][CH2:46]3)[cH:32][c:31]([F:48])[cH:30]2)[cH:3][c:4]([NH:10][c:11]2[n:12][cH:13][c:14]([CH:17]3[CH2:18][N:19]([CH2:21][CH3:22])[CH2:20]3)[cH:15][cH:16]2)[c:5](=[O:9])[n:6]([CH3:8])[cH:7]1.